Dataset: the Open Reaction Database (ORD), a public repository of structured organic reaction records. Task: describe an organic reaction: reactants, conditions, products, and yield Reactants: CC1(C=2C=CC(=CC2C(=CC1)SC1=CC=CC=C1)C(=O)OC1=CC=C(C(=O)O)C=C1)C (4-[[(5,5-dimethyl-5,6-dihydro-8-(phenylthio)-naphthalen-2-yl)carbonyl]oxy]-benzoic acid), ClCl (Cl2), C1CCOC1 (THF), ClC1=CC(=CC=C1)C(=O)OO (m-chloroperbenzoic acid), O (Water). Run at time 8 hour. Product: CC1(C=2C=CC(=CC2C(=CC1)S(=O)(=O)C1=CC=CC=C1)C(=O)OC1=CC=C(C(=O)OCC)C=C1)C (Ethyl 4-[{(5,5-dimethyl-8-(phenylsulfonyl)-5,6-dihydronaphthalen-2-yl)}carbonyl oxy]benzoate). Reaction SMILES: [CH3:1][C:2]1([CH3:31])[CH2:11][CH:10]=[C:9]([S:12][C:13]2[CH:18]=[CH:17][CH:16]=[CH:15][CH:14]=2)[C:8]2[CH:7]=[C:6]([C:19]([O:21][C:22]3[CH:30]=[CH:29][C:25]([C:26]([OH:28])=[O:27])=[CH:24][CH:23]=3)=[O:20])[CH:5]=[CH:4][C:3]1=2.ClCl.[CH2:34]1COC[CH2:35]1.ClC1C=CC=C(C(OO)=[O:47])C=1.[OH2:50]>>[CH3:1][C:2]1([CH3:31])[CH2:11][CH:10]=[C:9]([S:12]([C:13]2[CH:18]=[CH:17][CH:16]=[CH:15][CH:14]=2)(=[O:47])=[O:50])[C:8]2[CH:7]=[C:6]([C:19]([O:21][C:22]3[CH:23]=[CH:24][C:25]([C:26]([O:28][CH2:34][CH3:35])=[O:27])=[CH:29][CH:30]=3)=[O:20])[CH:5]=[CH:4][C:3]1=2. Reported procedure: To a solution of 4-[[(5,5-dimethyl-5,6-dihydro-8-(phenylthio)-naphthalen-2-yl)carbonyl]oxy]-benzoic acid (Compound E26, 50.0 mg, 0.116 mmol) in 3.0 mL CH2 Cl2, and 1.0 mL THF at 0° C. was added m-chloroperbenzoic acid (57-80%) (34-52 mg, 0.197-0.299 mmol). The resulting solution was warmed to room temperature and stirred overnight. Water was added and the mixture extracted with EtOAc. The combined organic layers were washed with H2O and saturated aqueous NaCl before being dried over Na2SO4. Remo... Procedure details: A mixture of 5.7 g. of methyl 6,11-dihydro-11-hydroxydibenz[b,e]oxepin-2-acetate, 5 ml. of acetyl bromide and 60 ml. of dry benzene is refluxed for two hours. Evaporation in vacuo provides methyl 6,11-dihydro-11-bromodibenz[b,e]oxepin-2-acetate as a yellow oil. Run in C1=CC=CC=C1 (benzene). Reactants: OC1C2=C(OCC3=C1C=CC=C3)C=CC(=C2)CC(=O)OC (methyl 6,11-dihydro-11-hydroxydibenz[b,e]oxepin-2-acetate), C(C)(=O)Br (acetyl bromide). As a reaction SMILES: O[CH:2]1[C:8]2[CH:9]=[CH:10][CH:11]=[CH:12][C:7]=2[CH2:6][O:5][C:4]2[CH:13]=[CH:14][C:15]([CH2:17][C:18]([O:20][CH3:21])=[O:19])=[CH:16][C:3]1=2.C([Br:25])(=O)C>C1C=CC=CC=1>[Br:25][CH:2]1[C:8]2[CH:9]=[CH:10][CH:11]=[CH:12][C:7]=2[CH2:6][O:5][C:4]2[CH:13]=[CH:14][C:15]([CH2:17][C:18]([O:20][CH3:21])=[O:19])=[CH:16][C:3]1=2. The product is BrC1C2=C(OCC3=C1C=CC=C3)C=CC(=C2)CC(=O)OC (methyl 6,11-dihydro-11-bromodibenz[b,e]oxepin-2-acetate).